This data is from the Open Reaction Database (ORD), a public repository of structured organic reaction records. The task is: describe an organic reaction: reactants, conditions, products, and yield The reactants are C(C)N(C(C)C)C(C)C (N-ethyl-N-isopropylpropan-2-amine), OC1=C(C(C2(CCOCC2)C2=CC=CC=C12)=O)C(=O)OCC (Ethyl 4-hydroxy-2-oxo-2′,3′,5′,6′-tetrahydro-spiro[naphthalene-1,4′-pyran]-3-carboxylate), Cl.NCC(=O)OC(C)(C)C (tert-Butyl 2-aminoacetate hydrochloride). Run in CCOC(=O)C (EtOAc), O1CCOCC1 (1,4-dioxane). Conditions: temperature 80 celsius. The product is OC1=C(C(C2(CCOCC2)C2=CC=CC=C12)=O)C(=O)NCC(=O)OC(C)(C)C (1,1-Dimethylethyl N-((4-hydroxy-2-oxo-2′,3′,5′,6′-tetrahydro-spiro[naphthalene-1,4′-pyran]-3-yl)carbonyl)glycinate). Yield: 46.8%. RXN SMILES: [OH:1][C:2]1[C:16]2[C:11](=[CH:12][CH:13]=[CH:14][CH:15]=2)[C:5]2([CH2:10][CH2:9][O:8][CH2:7][CH2:6]2)[C:4](=[O:17])[C:3]=1[C:18](OCC)=[O:19].C(N(C(C)C)C(C)C)C.Cl.[NH2:33][CH2:34][C:35]([O:37][C:38]([CH3:41])([CH3:40])[CH3:39])=[O:36]>O1CCOCC1.CCOC(C)=O>[OH:1][C:2]1[C:16]2[C:11](=[CH:12][CH:13]=[CH:14][CH:15]=2)[C:5]2([CH2:10][CH2:9][O:8][CH2:7][CH2:6]2)[C:4](=[O:17])[C:3]=1[C:18]([NH:33][CH2:34][C:35]([O:37][C:38]([CH3:41])([CH3:40])[CH3:39])=[O:36])=[O:19] |f:2.3|. Procedure details: Ethyl 4-hydroxy-2-oxo-2′,3′,5′,6′-tetrahydro-spiro[naphthalene-1,4′-pyran]-3-carboxylate (450 mg, 1488 μmol) was dissolved in 1,4-dioxane (1488 μL) and N-ethyl-N-isopropylpropan-2-amine (778 mL, 4465 μmol). tert-Butyl 2-aminoacetate hydrochloride (374 mg, 2233 μmol) was added, and the mixture was heated at 80° C. for 3 hours. The resulting mixture was then cooled to ambient temperature, diluted with 100 mL of EtOAc, added to a separatory funnel, partitioned with NaHCO3 (saturated, aqueous), wash... The reactants are [H-].[Na+] (sodium hydride), C(C)OC(C(C1=CC=C(C=C1)O)=O)=O (4-hydroxy-alpha-oxobenzeneacetic acid ethyl ester), BrCC(=O)N1CC2=CC=CC=C2CC1 (2-(2-bromo-1-oxoethyl)-1,2,3,4-tetrahydroisoquinoline). The solvent is CN(C=O)C (dimethylformamide), CN(C=O)C (dimethylformamide). Run at time 30 minute. Product: C(C)OC(C(C1=CC=C(C=C1)OCC(N1CC2=CC=CC=C2CC1)=O)=O)=O (4-[2-oxo-2-(1,2,3,4-tetrahydro-2-isoquinolinyl)ethoxy]-alpha-oxobenzeneacetic acid ethyl ester). Yield: 27.2%. As a reaction SMILES: [CH2:1]([O:3][C:4](=[O:14])[C:5](=[O:13])[C:6]1[CH:11]=[CH:10][C:9]([OH:12])=[CH:8][CH:7]=1)[CH3:2].[H-].[Na+].Br[CH2:18][C:19]([N:21]1[CH2:30][CH2:29][C:28]2[C:23](=[CH:24][CH:25]=[CH:26][CH:27]=2)[CH2:22]1)=[O:20]>CN(C)C=O>[CH2:1]([O:3][C:4](=[O:14])[C:5](=[O:13])[C:6]1[CH:11]=[CH:10][C:9]([O:12][CH2:18][C:19](=[O:20])[N:21]2[CH2:30][CH2:29][C:28]3[C:23](=[CH:24][CH:25]=[CH:26][CH:27]=3)[CH2:22]2)=[CH:8][CH:7]=1)[CH3:2] |f:1.2|. Procedure details: A mixture of 4-hydroxy-alpha-oxobenzeneacetic acid ethyl ester (0.582 g) in dimethylformamide (8 mL) under argon was treated with 55% sodium hydride (0. 141 g), stirred for 30 minutes and then 2-(2-bromo-1-oxoethyl)-1,2,3,4-tetrahydroisoquinoline (0.762 g) in dimethylformamide (6 mL) was added. The solution was stirred at room temperature for 20 hours and worked up as in Example 20. The crude product was purified by HPLC (ethyl acetate-hexane; 2:3) to yield 0.3 g of 4-[2-oxo-2-(1,2,3,4-tetrahydr... Product: C1(=CC=CC=C1)C(N1C=NC(=C1)CCC1CC(N(CC1)C1=CC=CC=C1)=O)(C1=CC=CC=C1)C1=CC=CC=C1 (4-[2-{1-(Triphenylmethyl)-4-imidazolyl}ethyl]-1-phenyl-2-piperidinone). Procedure details: The product from Step I is dissolved in methanol and hydrogenated at 60 psi hydrogen with 10% palladium on carbon. When reaction is complete, the catalyst is filtered and the title compound obtained after evaporation of solvent. Solvent: CO (methanol), [H][H] (hydrogen). The reactants are C1(=CC=CC=C1)C(N1C=NC(=C1)C=CC1CC(N(CC1)C1=CC=CC=C1)=O)(C1=CC=CC=C1)C1=CC=CC=C1 (4-[2-{1-(Triphenylmethyl)-4-imidazolyl}ethenyl]-1-phenyl-2-piperidinone). The reagents and catalysts are [Pd] (palladium on carbon). Reaction SMILES: [C:1]1([C:7]([C:34]2[CH:39]=[CH:38][CH:37]=[CH:36][CH:35]=2)([C:28]2[CH:33]=[CH:32][CH:31]=[CH:30][CH:29]=2)[N:8]2[CH:12]=[C:11]([CH:13]=[CH:14][CH:15]3[CH2:20][CH2:19][N:18]([C:21]4[CH:26]=[CH:25][CH:24]=[CH:23][CH:22]=4)[C:17](=[O:27])[CH2:16]3)[N:10]=[CH:9]2)[CH:6]=[CH:5][CH:4]=[CH:3][CH:2]=1>CO.[H][H].[Pd]>[C:34]1([C:7]([C:1]2[CH:6]=[CH:5][CH:4]=[CH:3][CH:2]=2)([C:28]2[CH:29]=[CH:30][CH:31]=[CH:32][CH:33]=2)[N:8]2[CH:12]=[C:11]([CH2:13][CH2:14][CH:15]3[CH2:20][CH2:19][N:18]([C:21]4[CH:22]=[CH:23][CH:24]=[CH:25][CH:26]=4)[C:17](=[O:27])[CH2:16]3)[N:10]=[CH:9]2)[CH:35]=[CH:36][CH:37]=[CH:38][CH:39]=1. Reactants: CCCc1nccn1-c1nc(Cl)nc2c1ncn2C1OC(COC(C)=O)C(OC(C)=O)C1OC(C)=O, CC(=O)O. Product: CCCc1nccn1-c1nc(Cl)nc2nc[nH]c12. RXN SMILES: [C:1]([O:2][CH:3]1[CH:4]([O:5][C:6](=[O:7])[CH3:8])[CH:9]([CH2:10][O:11][C:12](=[O:13])[CH3:14])[O:15][CH:16]1[n:19]1[c:20]2[n:21][c:22]([Cl:36])[n:23][c:24](-[n:28]3[c:29]([CH2:33][CH2:34][CH3:35])[n:30][cH:31][cH:32]3)[c:25]2[n:26][cH:27]1)(=[O:17])[CH3:18].[C:37]([OH:38])(=[O:39])[CH3:40]>>[n:19]1[c:20]2[n:21][c:22]([Cl:36])[n:23][c:24](-[n:28]3[c:29]([CH2:33][CH2:34][CH3:35])[n:30][cH:31][cH:32]3)[c:25]2[nH:26][cH:27]1. Starting materials: C1(CCCC1)OC=1C=C(CN2C(NC(C=3NC(=NC23)C(C)C)=O)=S)C=CC1OC (3-(3-Cyclopentyloxy-4-methoxy-benzyl)-8-isopropyl-2-thioxanthine). Reagents/catalysts: [Ni] (Raney-nickel). Run in [OH-].[Na+] (NaOH). Conditions: time 0.5 hour. The product is C1(CCCC1)OC=1C=C(CN2C=NC(C=3NC(=NC23)C(C)C)=O)C=CC1OC (3-(3-Cyclopentyloxy-4-methoxy-benzyl)-8-isopropyl-hypoxanthine). Reaction SMILES: [CH:1]1([O:6][C:7]2[CH:8]=[C:9]([CH:25]=[CH:26][C:27]=2[O:28][CH3:29])[CH2:10][N:11]2[C:19]3[N:18]=[C:17]([CH:20]([CH3:22])[CH3:21])[NH:16][C:15]=3[C:14](=[O:23])[NH:13][C:12]2=S)[CH2:5][CH2:4][CH2:3][CH2:2]1>[OH-].[Na+].[Ni]>[CH:1]1([O:6][C:7]2[CH:8]=[C:9]([CH:25]=[CH:26][C:27]=2[O:28][CH3:29])[CH2:10][N:11]2[C:19]3[N:18]=[C:17]([CH:20]([CH3:22])[CH3:21])[NH:16][C:15]=3[C:14](=[O:23])[N:13]=[CH:12]2)[CH2:5][CH2:4][CH2:3][CH2:2]1 |f:1.2|. Reported procedure: 4.15 g (10 mM) of 3-(3-Cyclopentyloxy-4-methoxy-benzyl)-8-isopropyl-2-thioxanthine was dissolved in 42 ml of 1N NaOH and treated with three portions of 3 g of Raney-nickel with 0.5 hour intervals. After a further 0.5 hour, the nickel was filtered off and the solution acidified with 8 ml of 5N HCl to pH 3 and then neutralized with sodium bicarbonate solution to pH 7. The solid was collected, washed and dried: 3.62 g (94.5%) of hypoxanthine having a melting point of 243°-4° C. Starting materials: CC(C)CCC(=O)Cl, CC(C)C1COC(=O)N1. Yields the product CC(C)CCC(=O)N1C(=O)OCC1C(C)C. RXN SMILES: [C:10]([CH2:11][CH2:12][CH:13]([CH3:14])[CH3:15])(=[O:16])[Cl:17].[CH:1]([CH3:2])([CH3:3])[CH:4]1[NH:5][C:6](=[O:9])[O:7][CH2:8]1>>[CH:1]([CH3:2])([CH3:3])[CH:4]1[N:5]([C:10]([CH2:11][CH2:12][CH:13]([CH3:14])[CH3:15])=[O:16])[C:6](=[O:9])[O:7][CH2:8]1. The reactants are CS(=O)(=O)C=1C=C(C=CC1)C1=CC(=NC(=N1)OC)NCCC1=CC=C(C=C1)OC ([6-(3-Methanesulfonyl-phenyl)-2-methoxy-pyrimidin-4-yl]-[2-(4-methoxy-phenyl)-ethyl]-amine), ( ii ), C(=O)(O)C=1C=C(C=CC1)B(O)O (3-carboxyphenyl boronic acid), ClC1=CC(=NC(=N1)OC)NCCC1=CC(=C(C=C1)OC)OC ((6-chloro-2-methoxy-pyrimidin-4-yl)-[2-(3,4-dimethoxy-phenyl)-ethyl]-amine), ClC1=CC(=NC(=N1)OC)NCCC1=CC=C(C=C1)OC ((6-chloro-2-methoxy-pyrimidin-4-yl)-[2-(4-methoxy-phenyl)-ethyl]-amine), ( iii ). Product: C1(=CC=C(C=C1)C1=CC(=NC(=N1)OC)NCCC1=CC(=C(C=C1)OC)OC)C1=CC=CC=C1 ((6-Biphenyl-4-yl-2-methoxy-pyrimidin-4-yl)-[2-(3,4-dimethoxy-phenyl)-ethyl]-amine). RXN SMILES: CS([C:5]1[CH:6]=[C:7]([C:11]2[N:16]=[C:15]([O:17][CH3:18])[N:14]=[C:13]([NH:19][CH2:20][CH2:21][C:22]3[CH:27]=[CH:26][C:25]([O:28][CH3:29])=[CH:24][CH:23]=3)[CH:12]=2)[CH:8]=[CH:9][CH:10]=1)(=O)=O.ClC1N=C(OC)N=C(NCC[C:42]2[CH:47]=[CH:46][C:45](OC)=[C:44](OC)[CH:43]=2)C=1.ClC1N=[C:57]([O:59]C)N=C(NCCC2C=CC(OC)=CC=2)C=1.C(C1C=C(B(O)O)C=CC=1)(O)=O>>[C:10]1([C:42]2[CH:47]=[CH:46][CH:45]=[CH:44][CH:43]=2)[CH:9]=[CH:8][C:7]([C:11]2[N:16]=[C:15]([O:17][CH3:18])[N:14]=[C:13]([NH:19][CH2:20][CH2:21][C:22]3[CH:27]=[CH:26][C:25]([O:28][CH3:29])=[C:24]([O:59][CH3:57])[CH:23]=3)[CH:12]=2)=[CH:6][CH:5]=1. Reported procedure: By proceeding in a similar manner as above in Example 35(a) but (i) substituting (6-chloro-2-methoxy-pyrimidin-4-yl)-[2-(3,4-dimethoxy-phenyl)-ethyl]-amine [100 mg, Intermediate (42)] for (6-chloro-2-methoxy-pyrimidin-4-yl)-[2-(4-methoxy-phenyl)-ethyl]-amine, and (ii) substituting 4-Biphenylboronic acid (122 mg) for 3-carboxyphenyl boronic acid, and (iii) subjecting the crude reaction product to flash column chromatography on silica (10 g) eluting with 20 to 60% EtOAc in heptane gradient, there ...